This data is from the Open Reaction Database (ORD), a public repository of structured organic reaction records. The task is: describe an organic reaction: reactants, conditions, products, and yield Starting materials: C[O-].[Li+] (lithium methoxide), C(C)(=O)OCC=1CS[C@H]2N(C1C(=O)OC(C)(C)C)C([C@H]2NC(CC2=CC=CC=C2)=O)=O (t-butyl (6R,7R)-3-acetoxymethyl-7-phenylacetamidoceph-3em-4-carboxylate), [Cl-].[NH4+] (ammonium chloride), S(=O)(=O)([O-])S(=O)[O-].[Na+].[Na+] (sodium metabisulphite), ClOC(C)(C)C (t-Butyl hypochlorite). The solvent is CO (methanol), O1CCCC1 (tetrahydrofuran), O1CCCC1 (tetrahydrofuran), O (water), C(C)(=O)OCC (ethyl acetate). Conditions: time 5 minute. Product: C(C)(=O)OCC=1CS[C@H]2N(C1C(=O)OC(C)(C)C)C([C@]2(NC(CC2=CC=CC=C2)=O)OC)=O (t-butyl (6R,7S)-3-acetoxymethyl-7-methoxy-7-phenylacetamidoceph-3-em-4-carboxylate). Reaction SMILES: [C:1]([O:4][CH2:5][C:6]1[CH2:7][S:8][C@@H:9]2[C@H:20]([NH:21][C:22](=[O:30])[CH2:23][C:24]3[CH:29]=[CH:28][CH:27]=[CH:26][CH:25]=3)[C:19](=[O:31])[N:10]2[C:11]=1[C:12]([O:14][C:15]([CH3:18])([CH3:17])[CH3:16])=[O:13])(=[O:3])[CH3:2].C[O-].[Li+].Cl[O:36][C:37](C)(C)C.[Cl-].[NH4+].S(S([O-])=O)([O-])(=O)=O.[Na+].[Na+]>O1CCCC1.CO.O.C(OCC)(=O)C>[C:1]([O:4][CH2:5][C:6]1[CH2:7][S:8][C@@H:9]2[C@:20]([O:36][CH3:37])([NH:21][C:22](=[O:30])[CH2:23][C:24]3[CH:25]=[CH:26][CH:27]=[CH:28][CH:29]=3)[C:19](=[O:31])[N:10]2[C:11]=1[C:12]([O:14][C:15]([CH3:16])([CH3:18])[CH3:17])=[O:13])(=[O:3])[CH3:2] |f:1.2,4.5,6.7.8|. Procedure: A cooled (-78°) solution of t-butyl (6R,7R)-3-acetoxymethyl-7-phenylacetamidoceph-3em-4-carboxylate (1.5 g.) in dry tetrahydrofuran (10 ml) was added over 3 minutes to a stirred and cooled (-78°) solution of lithium methoxide (358 mg) in dry methanol (8.8 ml) and tetrahydrofuran (50 ml) under nitrogen. t-Butyl hypochlorite (0.69 ml) was added after 3 minutes, and sitrring was continued for a further 5 minutes when the yellow solution was poured into a stirred mixture of ethyl acetate (150 ml) an... Reactants: CC1CCCC(O)C1, [Cl-], Clc1cc(Cl)ncn1, [H-], [NH4+], [Na+], C1CCOC1. Product: CC1CCCC(Oc2cc(Cl)ncn2)C1. As a reaction SMILES: [CH3:3][CH:4]1[CH2:5][CH:6]([OH:10])[CH2:7][CH2:8][CH2:9]1.[Cl-:19].[Cl:11][c:12]1[n:13][cH:14][n:15][c:16]([Cl:18])[cH:17]1.[H-:1].[NH4+:20].[Na+:2].[O:21]1[CH2:22][CH2:23][CH2:24][CH2:25]1>>[CH3:3][CH:4]1[CH2:5][CH:6]([O:10][c:16]2[n:15][cH:14][n:13][c:12]([Cl:11])[cH:17]2)[CH2:7][CH2:8][CH2:9]1. The reactants are C(C1=CC=CC=C1)NC1=C(C=CC(=C1)Cl)[N+](=O)[O-] (N-benzyl-N-(2-nitro-5-chlorophenyl) amine), C(C)OC(CC(=O)Cl)=O ((chloroformyl)acetic acid ethyl ester). Run in C1=CC=CC=C1 (benzene). Yields the product C(C1=CC=CC=C1)N(C(CC(=O)OCC)=O)C1=C(C=CC(=C1)Cl)[N+](=O)[O-] (N-Benzyl-N-(2'-nitro-5'-chlorophenyl)malonamic acid, ethyl ester). As a reaction SMILES: [CH2:1]([NH:8][C:9]1[CH:14]=[C:13]([Cl:15])[CH:12]=[CH:11][C:10]=1[N+:16]([O-:18])=[O:17])[C:2]1[CH:7]=[CH:6][CH:5]=[CH:4][CH:3]=1.[CH2:19]([O:21][C:22](=[O:27])[CH2:23][C:24](Cl)=[O:25])[CH3:20]>C1C=CC=CC=1>[CH2:1]([N:8]([C:9]1[CH:14]=[C:13]([Cl:15])[CH:12]=[CH:11][C:10]=1[N+:16]([O-:18])=[O:17])[C:24](=[O:25])[CH2:23][C:22]([O:21][CH2:19][CH3:20])=[O:27])[C:2]1[CH:7]=[CH:6][CH:5]=[CH:4][CH:3]=1. Reported procedure: 52 g of N-benzyl-N-(2-nitro-5-chlorophenyl) amine and 35.5 g of (chloroformyl)acetic acid ethyl ester in 500 ml benzene are refluxed for 15 hours. The reaction is cooled, washed with dilute aqueous sodium bicarbonate, dried and the solvent evaporated to give the title compound. The reactants are CC(=O)O[BH-](OC(C)=O)OC(C)=O, CC(C)(C)[Si](C)(C)OCC=O, COC(=O)c1ccc(-c2ccccc2)cc1NC(=O)c1cc(C2CCNCC2)ccc1OCc1ccccc1, CC(=O)O, [Na+], C1CCOC1. Product: COC(=O)c1ccc(-c2ccccc2)cc1NC(=O)c1cc(C2CCN(CCO[Si](C)(C)C(C)(C)C)CC2)ccc1OCc1ccccc1. RXN SMILES: [C:16]([O:17][BH-:18]([O:19][C:20](=[O:21])[CH3:22])[O:23][C:24](=[O:25])[CH3:26])(=[O:27])[CH3:28].[C:5]([CH3:6])([CH3:7])([CH3:8])[Si:9]([O:10][CH2:11][CH:12]=[O:13])([CH3:14])[CH3:15].[CH2:30]([c:31]1[cH:32][cH:33][cH:34][cH:35][cH:36]1)[O:37][c:38]1[c:39]([C:40](=[O:41])[NH:42][c:43]2[c:44]([C:45](=[O:46])[O:47][CH3:48])[cH:49][cH:50][c:51](-[c:53]3[cH:54][cH:55][cH:56][cH:57][cH:58]3)[cH:52]2)[cH:59][c:60]([CH:63]2[CH2:64][CH2:65][NH:66][CH2:67][CH2:68]2)[cH:61][cH:62]1.[CH3:1][C:2](=[O:3])[OH:4].[Na+:29].[O:69]1[CH2:70][CH2:71][CH2:72][CH2:73]1>>[C:5]([CH3:6])([CH3:7])([CH3:8])[Si:9]([O:10][CH2:11][CH2:12][N:66]1[CH2:65][CH2:64][CH:63]([c:60]2[cH:59][c:39]([C:40](=[O:41])[NH:42][c:43]3[c:44]([C:45](=[O:46])[O:47][CH3:48])[cH:49][cH:50][c:51](-[c:53]4[cH:54][cH:55][cH:56][cH:57][cH:58]4)[cH:52]3)[c:38]([O:37][CH2:30][c:31]3[cH:32][cH:33][cH:34][cH:35][cH:36]3)[cH:62][cH:61]2)[CH2:68][CH2:67]1)([CH3:14])[CH3:15]. The reactants are N(=[N+]=[N-])[C@@H]1C[C@@H](OC)O[C@@H]([C@H]1C(=O)OC)C (methyl 3-azido-4-C-carbomethoxy-2,3,4,6-tetradeoxy-α-D-arabino-hexopyranoside), C1=CC=C2C(=C1)C(=O)C(C2=O)(O)O (ninhydrin). Reagents/catalysts: [Pd] (palladium-on-charcoal). Solvent: CO (methanol). Conditions: time 5 hour. The product is N[C@@H]1C[C@@H](OC)O[C@@H]([C@H]1C(=O)OC)C (Methyl 3-amino-4-C-carbomethoxy-2,3,4,6-tetradeoxy-α-D-arabino-hexopyranoside). Reaction SMILES: [N:1]([C@H:4]1[C@H:11]([C:12]([O:14][CH3:15])=[O:13])[C@@H:10]([CH3:16])[O:9][C@H:6]([O:7][CH3:8])[CH2:5]1)=[N+]=[N-].C1C=C2C(C(O)(O)C(=O)C2=CC=1)=O>CO.[Pd]>[NH2:1][C@H:4]1[C@H:11]([C:12]([O:14][CH3:15])=[O:13])[C@@H:10]([CH3:16])[O:9][C@H:6]([O:7][CH3:8])[CH2:5]1. Procedure details: A mixture of methyl 3-azido-4-C-carbomethoxy-2,3,4,6-tetradeoxy-α-D-arabino-hexopyranoside (1.19 g, 5.19 mmol) and 5% palladium-on-charcoal (500 mg) in methanol (35 ml) is hydrogenated at a pressure of 1 atmosphere for 5 hours at room temperature. The catalyst is then removed by filtration through Celite and the filtrate evaporated and dried in vacuo to give TLC-chromatographically-homogeneous, ninhydrin positive amino ester; yield 1.01 g (96%). Reactants: [N+](=O)(O)[O-] (nitric acid), C1OC=2C=C(C=CC2O1)C ((3,4-methylenedioxy)toluene), O (water). Solvent: C(C)(=O)O (acetic acid). Conditions: time 45 minute. Product: C1OC=2C=C(N)C(=CC2O1)C ((3,4-methylenedioxy)-6-methylaniline). Yield: 87.0%. RXN SMILES: [CH2:1]1[O:9][C:8]2[CH:7]=[CH:6][C:5]([CH3:10])=[CH:4][C:3]=2[O:2]1.[N+:11]([O-])(O)=O.O>C(O)(=O)C>[CH2:1]1[O:2][C:3]2[CH:4]=[C:5]([CH3:10])[C:6]([NH2:11])=[CH:7][C:8]=2[O:9]1. Reported procedure: To a solution of (3,4-methylenedioxy)toluene (5 mL) in acetic acid (20 mL) cooled with a cold water bath was added, dropwise, nitric acid (70%, 5 mL). The mixture was stirred for 45 min. To work up, water (100 mL) was added and the resulting yellow precipitate was filtered and washed with water until the aqueous filtrate was colorless. The yellow solid was dissolved in EtOAc (250 mL) and dried (MgSO4), and the solid was filtered off. The filtrate was subjected to catalytic hydrogenation (10% Pd/... Reactants: Cl (hydrochloric acid), NCC(=O)O (Glycine), [O-]CC.[Na+] (sodium ethoxide), OC=1C2=C(C=NC1C(=O)OCC)C(=NO2)C=2SC=CC2 (Ethyl 7-hydroxy-3-(thiophen-2-yl)isoxazolo[4,5-c]pyridine-6-carboxylate). Solvent: CN(C)C=O (DMF), O (water). The product is OC=1C2=C(C=NC1C(=O)NCC(=O)O)C(=NO2)C=2SC=CC2 ([(7-Hydroxy-3-thiophen-2-yl-isoxazolo[4,5-c]pyridine-6-carbonyl)-amino]-acetic acid). Yield: 75.8%. As a reaction SMILES: [OH:1][C:2]1[C:3]2[O:15][N:14]=[C:13]([C:16]3[S:17][CH:18]=[CH:19][CH:20]=3)[C:4]=2[CH:5]=[N:6][C:7]=1[C:8]([O:10]CC)=O.[NH2:21][CH2:22][C:23]([OH:25])=[O:24].[O-]CC.[Na+].Cl>CN(C=O)C.O>[OH:1][C:2]1[C:3]2[O:15][N:14]=[C:13]([C:16]3[S:17][CH:18]=[CH:19][CH:20]=3)[C:4]=2[CH:5]=[N:6][C:7]=1[C:8]([NH:21][CH2:22][C:23]([OH:25])=[O:24])=[O:10] |f:2.3|. Procedure details: Ethyl 7-hydroxy-3-(thiophen-2-yl)isoxazolo[4,5-c]pyridine-6-carboxylate (0.11 g, 0.38 mmol) was dissolved in 10 mL of DMF. Glycine (0.569 g, 7.59 mmol) and sodium ethoxide (0.387 g, 5.69 mmol) were added and the mixture was refluxed for 3 h. The mixture was cooled to room temperature and diluted with 70 mL of water. Concentrated hydrochloric acid was added dropwise until pH was 3. The resulting suspension was filtered and the solid was dried under vacuum to give 92 mg of the title compound. MS: ... The reactants are N1CCC(CC1)CCCCNC(CCC=1C=NC=CC1)=O (N-(4-piperidin-4-yl-butyl)-3-(pyridin-3-yl)-propionamide), TEA, C1=C(C=CC2=CC=CC=C12)S(=O)(=O)Cl (naphthalin-2-sulfonic acid chloride). The solvent is ClCCl (dichloromethane), ClCCl (dichloromethane). Yields the product C1=C(C=CC2=CC=CC=C12)S(=O)(=O)N1CCC(CC1)CCCCNC(CCC=1C=NC=CC1)=O (N-{4-[1-(2-naphthylsulfonyl)-piperidin-4-yl]-butyl}-3-(pyridin-3-yl)-propionamide). As a reaction SMILES: [NH:1]1[CH2:6][CH2:5][CH:4]([CH2:7][CH2:8][CH2:9][CH2:10][NH:11][C:12](=[O:21])[CH2:13][CH2:14][C:15]2[CH:16]=[N:17][CH:18]=[CH:19][CH:20]=2)[CH2:3][CH2:2]1.[CH:22]1[C:31]2[C:26](=[CH:27][CH:28]=[CH:29][CH:30]=2)[CH:25]=[CH:24][C:23]=1[S:32](Cl)(=[O:34])=[O:33]>ClCCl>[CH:22]1[C:31]2[C:26](=[CH:27][CH:28]=[CH:29][CH:30]=2)[CH:25]=[CH:24][C:23]=1[S:32]([N:1]1[CH2:6][CH2:5][CH:4]([CH2:7][CH2:8][CH2:9][CH2:10][NH:11][C:12](=[O:21])[CH2:13][CH2:14][C:15]2[CH:16]=[N:17][CH:18]=[CH:19][CH:20]=2)[CH2:3][CH2:2]1)(=[O:33])=[O:34]. Procedure: 3.5 g (12 mmol) N-(4-piperidin-4-yl-butyl)-3-(pyridin-3-yl)-propionamide and 6.7 ml (48.1 mmol) TEA are placed in 100 ml absolute dichloromethane and cooled to ca 0° C. under moisture exclusion. 3.0 g (13.2 mmol) naphthalin-2-sulfonic acid chloride are dissolved in 40 ml absolute dichloromethane and added dropwise. The mixture is stirred without further cooling at RT overnight. Subsequently, the batch is washed twice, each with 80 ml water. The organic phase is dried over sodium sulfate and the ... Reactants: O1CCOC12CCC(CC2)C2=NC=1N(C(=C2)N)N=CC1 (5-(1,4-dioxaspiro[4.5]decan-8-yl)pyrazolo[1,5-a]pyrimidin-7-amine), O1CCOCC1 (dioxane), CCO (EtOH), O (H2O). Run in C(Cl)Cl (DCM). Conditions: temperature 80 celsius, time 18 hour. The product is NC1=CC(=NC=2N1N=CC2)C2CCC(CC2)=O (4-(7-aminopyrazolo[1,5-a]pyrimidin-5-yl)cyclohexanone). Isolated yield 92.5%. RXN SMILES: O1[C:5]2([CH2:10][CH2:9][CH:8]([C:11]3[CH:16]=[C:15]([NH2:17])[N:14]4[N:18]=[CH:19][CH:20]=[C:13]4[N:12]=3)[CH2:7][CH2:6]2)[O:4]CC1.CCO.O.O1CCOCC1>C(Cl)Cl>[NH2:17][C:15]1[N:14]2[N:18]=[CH:19][CH:20]=[C:13]2[N:12]=[C:11]([CH:8]2[CH2:7][CH2:6][C:5](=[O:4])[CH2:10][CH2:9]2)[CH:16]=1. Reported procedure: In a 40 mL scintillation vial is combined 5-(1,4-dioxaspiro[4.5]decan-8-yl)pyrazolo[1,5-a]pyrimidin-7-amine (5.54 mmol, 1.52 g), EtOH (10 mL), H2O (4 mL) and 4N HCL:dioxane (4 mL). The vial was capped, sealed and the reaction was heated to 80° C. overnight. After 18 hours, the reaction mixture was cooled to room temperature and diluted with DCM (100 mL). The solution was washed with saturated NaHCO3(aq) and extracted with DCM twice more. The combined organics are dried over Na2SO4 and the solven... Yields the product ClC1=CC=C2C(=C(N(C2=C1)C)C=1C=NC=C(C1)CNCCO)C#N (6-chloro-2-{5-[(2-hydroxy-ethylamino)-methyl]-pyridin-3-yl}-1-methyl-1H-indole-3-carbonitrile). Procedure: 6-Chloro-2-(5-formyl-pyridin-3-yl)-1-methyl-1H-indole-3-carbonitrile (Example 126) and 2-amino-ethanol are processed according to the method described in Example 170 to give 6-chloro-2-{5-[(2-hydroxy-ethylamino)-methyl]-pyridin-3-yl}-1-methyl-1H-indole-3-carbonitrile. 1H NMR (400 MHz, DMSO-d6) δ ppm 2.65-2.72 (m, 2H), 3.49-3.55 (m, 2H), 3.79 (s, 3H), 3.92-3.98 (m, 2H), 4.61 (br. s., 1H), 7.37 (dd, J=8.3, 1.8 Hz, 1H), 7.73 (d, J=8.3 Hz, 1H), 7.97 (d, J=1.8 Hz, 1H), 8.10-8.13 (m, 1H), 8.75-8.79 (m... The reactants are ClC1=CC=C2C(=C(N(C2=C1)C)C=1C=NC=C(C1)C=O)C#N (6-chloro-2-(5-formyl-pyridin-3-yl)-1-methyl-1H-indole-3-carbonitrile), NCCO (2-amino-ethanol). RXN SMILES: [Cl:1][C:2]1[CH:10]=[C:9]2[C:5]([C:6]([C:20]#[N:21])=[C:7]([C:12]3[CH:13]=[N:14][CH:15]=[C:16]([CH:18]=O)[CH:17]=3)[N:8]2[CH3:11])=[CH:4][CH:3]=1.[NH2:22][CH2:23][CH2:24][OH:25]>>[Cl:1][C:2]1[CH:10]=[C:9]2[C:5]([C:6]([C:20]#[N:21])=[C:7]([C:12]3[CH:13]=[N:14][CH:15]=[C:16]([CH2:18][NH:22][CH2:23][CH2:24][OH:25])[CH:17]=3)[N:8]2[CH3:11])=[CH:4][CH:3]=1.